describe an organic reaction: reactants, conditions, products, and yield From a dataset of the Open Reaction Database (ORD), a public repository of structured organic reaction records. Reactants: Cl (HCl), BrC1=C(C(=C(C2=C1C=C(O2)C)F)F)OCOCCOC (4-bromo-6,7-difluoro-5-(2-methoxyethoxymethoxy)-2-methylbenzofuran), C(=O)N1CCOCC1 (N-formylmorpholine), [Li]CCCC (n-BuLi). The solvent is C1CCOC1 (THF). Reaction conditions: temperature -10 celsius, time 2 hour. The product is FC=1C(=C2C(C=C(O2)C)=C(C1OCOCCOC)C=O)F (6,7-difluoro-5-(2-methoxyethoxymethoxy)-2-methylbenzofuran-4-carbaldehyde). RXN SMILES: Br[C:2]1[C:7]2[CH:8]=[C:9]([CH3:11])[O:10][C:6]=2[C:5]([F:12])=[C:4]([F:13])[C:3]=1[O:14][CH2:15][O:16][CH2:17][CH2:18][O:19][CH3:20].[Li]CCCC.[CH:26](N1CCOCC1)=[O:27].Cl>C1COCC1>[F:13][C:4]1[C:5]([F:12])=[C:6]2[O:10][C:9]([CH3:11])=[CH:8][C:7]2=[C:2]([CH:26]=[O:27])[C:3]=1[O:14][CH2:15][O:16][CH2:17][CH2:18][O:19][CH3:20]. Reported procedure: 27.2 g (77.5 mmol) of 4-bromo-6,7-difluoro-5-(2-methoxyethoxymethoxy)-2-methylbenzofuran are initially introduced at −75° C. in 500 ml of THF, and 52.0 ml (85.2 mmol) of n-BuLi (15% soln. in hexane) are added. After 2 h at this temperature, 15.5 ml (155 mmol) of N-formylmorpholine are metered in, and the batch is stirred at this temperature for 2 h. The reaction soln. is slowly warmed to −10° C. and hydrolysed using dil. HCl. The batch is extracted with MTBE, and the combined organic phases are ... Reactants: N[C@@H](C)C(=O)O (L-alanine), ClC=1C=C(C=CC1)CC(=O)O (3-chlorophenyl acetic acid). Product: ClC=1C=C(C=CC1)CC(=O)N[C@@H](C)C(=O)O (N-(3-chlorophenylacetyl)alanine). As a reaction SMILES: [NH2:1][C@H:2]([C:4]([OH:6])=[O:5])[CH3:3].[Cl:7][C:8]1[CH:9]=[C:10]([CH2:14][C:15](O)=[O:16])[CH:11]=[CH:12][CH:13]=1>>[Cl:7][C:8]1[CH:9]=[C:10]([CH2:14][C:15]([NH:1][C@H:2]([C:4]([OH:6])=[O:5])[CH3:3])=[O:16])[CH:11]=[CH:12][CH:13]=1. Reported procedure: The title compound was prepared using L-alanine (Nova Biochem) and 3-chlorophenyl acetic acid (Aldrich) by following General Procedures BF or BG, followed by hydrolysis using General Procedure BD. The reactants are CCOC(=O)C(Nc1ccc(C#N)cc1)c1cc(OCC)cc(OC2CCCNC2)c1F, CCOC(=O)CBr. The product is CCOC(=O)CN1CCCC(Oc2cc(OCC)cc(C(Nc3ccc(C#N)cc3)C(=O)OCC)c2F)C1. As a reaction SMILES: [CH2:1]([CH3:2])[O:3][C:4]([CH:5]([c:6]1[c:7]([F:22])[c:8]([O:15][CH:16]2[CH2:17][NH:18][CH2:19][CH2:20][CH2:21]2)[cH:9][c:10]([O:12][CH2:13][CH3:14])[cH:11]1)[NH:23][c:24]1[cH:25][cH:26][c:27]([C:30]#[N:31])[cH:28][cH:29]1)=[O:32].[CH2:33]([CH3:34])[O:35][C:36]([CH2:37][Br:38])=[O:39]>>[CH2:1]([CH3:2])[O:3][C:4]([CH:5]([c:6]1[c:7]([F:22])[c:8]([O:15][CH:16]2[CH2:17][N:18]([CH2:37][C:36]([O:35][CH2:33][CH3:34])=[O:39])[CH2:19][CH2:20][CH2:21]2)[cH:9][c:10]([O:12][CH2:13][CH3:14])[cH:11]1)[NH:23][c:24]1[cH:25][cH:26][c:27]([C:30]#[N:31])[cH:28][cH:29]1)=[O:32]. Reactants: CCCCCCc1cc(O)ccc1O, COCCOCCOCCOCCOS(=O)(=O)c1ccc(C)cc1, C1CCOC1. Yields the product CCCCCCc1cc(OCCOCCOCCOCCOC)ccc1O. Reaction SMILES: [CH2:25]([CH2:26][CH2:27][CH2:28][CH2:29][CH3:30])[c:31]1[c:32]([OH:38])[cH:33][cH:34][c:35]([OH:37])[cH:36]1.[CH3:1][O:2][CH2:3][CH2:4][O:5][CH2:6][CH2:7][O:8][CH2:9][CH2:10][O:11][CH2:12][CH2:13][O:14][S:15]([c:16]1[cH:17][cH:18][c:19]([CH3:20])[cH:21][cH:22]1)(=[O:23])=[O:24].[O:39]1[CH2:40][CH2:41][CH2:42][CH2:43]1>>[CH3:1][O:2][CH2:3][CH2:4][O:5][CH2:6][CH2:7][O:8][CH2:9][CH2:10][O:11][CH2:12][CH2:13][O:37][c:35]1[cH:34][cH:33][c:32]([OH:38])[c:31]([CH2:25][CH2:26][CH2:27][CH2:28][CH2:29][CH3:30])[cH:36]1.